describe an organic reaction: reactants, conditions, products, and yield From a dataset of the Open Reaction Database (ORD), a public repository of structured organic reaction records. Reactants: ice, NC=1C=CC(=C(C1)O)OC (5-amino-2-methoxyphenol), OC=C1C(NC2=CC(=CC=C12)C(=O)C1=CC=C(C=C1)NC(=O)C=1N(N=C(C1)C)C)=O (2,5-Dimethyl-2H-pyrazole-3-carboxylic acid [4-(3-hydroxymethylene-2-oxo-2,3-dihydro-1H-indole-6-carbonyl)-phenyl]-amide). Solvent: C1CCOC1 (THF). Procedure details: A small screw cap test tube was charged with 2,5-Dimethyl-2H-pyrazole-3-carboxylic acid [4-(3-hydroxymethylene-2-oxo-2,3-dihydro-1H-indole-6-carbonyl)-phenyl]-amide (as prepared in Example 25, 100 mg, 0.240 mmol) and THF (1.5 mL). To the resulting solution was added 5-amino-2-methoxyphenol (39 mg, 0.274 mmol), and the mixture was stirred for 24 h at 65° C. Subsequently, the reaction mixture was cooled to room temperature. The solid precipitate that formed was filtered and washed with 1 mL of ice... Product: OC=1C=C(C=CC1OC)NC=C1C(NC2=CC(=CC=C12)C(=O)C1=CC=C(C=C1)NC(=O)C=1N(N=C(C1)C)C)=O (2,5-Dimethyl-2H-pyrazole-3-carboxylic acid (4-{3-[(3-hydroxy-4-methoxy-phenylamino)-methylene]-2-oxo-2,3-dihydro-1H-indole-6-carbonyl}-phenyl)-amide). Reaction conditions: temperature 65 celsius, time 24 hour. RXN SMILES: O[CH:2]=[C:3]1[C:11]2[C:6](=[CH:7][C:8]([C:12]([C:14]3[CH:19]=[CH:18][C:17]([NH:20][C:21]([C:23]4[N:24]([CH3:29])[N:25]=[C:26]([CH3:28])[CH:27]=4)=[O:22])=[CH:16][CH:15]=3)=[O:13])=[CH:9][CH:10]=2)[NH:5][C:4]1=[O:30].[NH2:31][C:32]1[CH:33]=[CH:34][C:35]([O:39][CH3:40])=[C:36]([OH:38])[CH:37]=1>C1COCC1>[OH:38][C:36]1[CH:37]=[C:32]([NH:31][CH:2]=[C:3]2[C:11]3[C:6](=[CH:7][C:8]([C:12]([C:14]4[CH:15]=[CH:16][C:17]([NH:20][C:21]([C:23]5[N:24]([CH3:29])[N:25]=[C:26]([CH3:28])[CH:27]=5)=[O:22])=[CH:18][CH:19]=4)=[O:13])=[CH:9][CH:10]=3)[NH:5][C:4]2=[O:30])[CH:33]=[CH:34][C:35]=1[O:39][CH3:40].